The task is: describe an organic reaction: reactants, conditions, products, and yield. This data is from the Open Reaction Database (ORD), a public repository of structured organic reaction records. The product is O=C(O)c1ccc(N2CCC(c3ccc(NC(=O)c4nc(-c5ccccc5)oc4C(F)(F)F)cc3)CC2)nc1. The reactants are O=C([O-])[O-], CS(C)=O, O=C(O)c1ccc(F)nc1, [K+], [K+], O=C(Nc1ccc(C2CCNCC2)cc1)c1nc(-c2ccccc2)oc1C(F)(F)F. As a reaction SMILES: [C:41](=[O:42])([O-:43])[O-:44].[CH3:47][S:48]([CH3:49])=[O:50].[F:31][c:32]1[n:33][cH:34][c:35]([C:36](=[O:37])[OH:38])[cH:39][cH:40]1.[K+:45].[K+:46].[NH:1]1[CH2:2][CH2:3][CH:4]([c:7]2[cH:8][cH:9][c:10]([NH:13][C:14](=[O:15])[c:16]3[n:17][c:18](-[c:25]4[cH:26][cH:27][cH:28][cH:29][cH:30]4)[o:19][c:20]3[C:21]([F:22])([F:23])[F:24])[cH:11][cH:12]2)[CH2:5][CH2:6]1>>[N:1]1([c:32]2[n:33][cH:34][c:35]([C:36](=[O:37])[OH:38])[cH:39][cH:40]2)[CH2:2][CH2:3][CH:4]([c:7]2[cH:8][cH:9][c:10]([NH:13][C:14](=[O:15])[c:16]3[n:17][c:18](-[c:25]4[cH:26][cH:27][cH:28][cH:29][cH:30]4)[o:19][c:20]3[C:21]([F:22])([F:23])[F:24])[cH:11][cH:12]2)[CH2:5][CH2:6]1. The reactants are CCOC(=O)c1nn(Cc2ccc(Br)nc2)c2ncccc2c1=O, COc1ccc(P2(=S)SP(=S)(c3ccc(OC)cc3)S2)cc1, Cc1ccccc1, C1COCCO1. Yields the product CCOC(=O)c1nn(Cc2ccc(Br)nc2)c2ncccc2c1=S. RXN SMILES: [Br:1][c:2]1[cH:3][cH:4][c:5]([CH2:8][n:9]2[n:10][c:11]([C:20](=[O:21])[O:22][CH2:23][CH3:24])[c:12](=[O:19])[c:13]3[c:14]2[n:15][cH:16][cH:17][cH:18]3)[cH:6][n:7]1.[CH3:25][O:26][c:27]1[cH:28][cH:29][c:30]([P:31]2(=[S:34])[S:32][P:33]([c:35]3[cH:36][cH:37][c:38]([O:39][CH3:40])[cH:41][cH:42]3)(=[S:43])[S:44]2)[cH:45][cH:46]1.[CH3:47][c:48]1[cH:49][cH:50][cH:51][cH:52][cH:53]1.[O:54]1[CH2:55][CH2:56][O:57][CH2:58][CH2:59]1>>[Br:1][c:2]1[cH:3][cH:4][c:5]([CH2:8][n:9]2[n:10][c:11]([C:20](=[O:21])[O:22][CH2:23][CH3:24])[c:12](=[S:34])[c:13]3[c:14]2[n:15][cH:16][cH:17][cH:18]3)[cH:6][n:7]1. Starting materials: [H-].[Na+] (sodium hydride), BrC1=C(C(=NC2=CC(=CC(=C12)F)F)N1CC(NCC1)=O)C (4-(4-bromo-5,7-difluoro-3-methylquinolin-2-yl)piperazin-2-one), ICCC (1-iodopropane). Run in C1CCOC1 (THF). Run at time 8 hour. Yields the product BrC1=C(C(=NC2=CC(=CC(=C12)F)F)N1CC(N(CC1)CCC)=O)C (4-(4-bromo-5,7-difluoro-3-methylquinolin-2-yl)-1-propylpiperazin-2-one). RXN SMILES: [Br:1][C:2]1[C:11]2[C:6](=[CH:7][C:8]([F:13])=[CH:9][C:10]=2[F:12])[N:5]=[C:4]([N:14]2[CH2:19][CH2:18][NH:17][C:16](=[O:20])[CH2:15]2)[C:3]=1[CH3:21].[H-].[Na+].I[CH2:25][CH2:26][CH3:27]>C1COCC1>[Br:1][C:2]1[C:11]2[C:6](=[CH:7][C:8]([F:13])=[CH:9][C:10]=2[F:12])[N:5]=[C:4]([N:14]2[CH2:19][CH2:18][N:17]([CH2:25][CH2:26][CH3:27])[C:16](=[O:20])[CH2:15]2)[C:3]=1[CH3:21] |f:1.2|. Reported procedure: The 4-(4-bromo-5,7-difluoro-3-methylquinolin-2-yl)piperazin-2-one (70 mg, 0.200 mmol) was dissolved in THF (2.0 mL). To the solution was added sodium hydride (24.0 mg, 0.98 mmol) (60% dispersion) followed by addition of 1-iodopropane (230 μL, 2.40 mmol). The reaction was stirred overnight. The reaction was quenched with water and the mixture was extracted with EtOAc (2×50 mL). The combined organic layers were washed with brine (1×25 mL) and dried over magnesium sulfate. The crude product was pur...